This data is from the Open Reaction Database (ORD), a public repository of structured organic reaction records. The task is: describe an organic reaction: reactants, conditions, products, and yield The reactants are [Al+3], C1CCOC1, [H-], [H-], [H-], [H-], [Li+], CC(N)c1ccc2c(c1)NC(=O)CO2. Product: CC(N)c1ccc2c(c1)NCCO2. RXN SMILES: [Al+3:2].[CH2:21]1[O:22][CH2:23][CH2:24][CH2:25]1.[H-:1].[H-:4].[H-:5].[H-:6].[Li+:3].[NH2:7][CH:8]([CH3:9])[c:10]1[cH:11][cH:12][c:13]2[c:14]([cH:20]1)[NH:15][C:16](=[O:19])[CH2:17][O:18]2>>[NH2:7][CH:8]([CH3:9])[c:10]1[cH:11][cH:12][c:13]2[c:14]([cH:20]1)[NH:15][CH2:16][CH2:17][O:18]2. Reactants: (2E,4E)- and (2Z,4E)-4-methyl-2,4-heptadien-1-ylamine, CC=1NC(=C(N1)C(=O)O)C (2,5-dimethyl-4-imidazolecarboxylic acid), Cl.C(C)N=C=NCCCN(C)C (1-ethyl-3-(3-dimethylaminopropyl)carbodiimide hydrochloride), ON1N=NC2=C1C=CC=C2 (N-hydroxybenzotriazole). Run in CN(C=O)C (N,N-dimethylformamide), CN(C=O)C (N,N-dimethylformamide), O (water). Run at temperature 0 celsius, time 30 minute. Yields the product CC=1NC(=C(N1)C(=O)N)C (2,5-dimethyl-4-imidazolecarboxamide). Isolated yield 115.1%. As a reaction SMILES: [CH3:1][C:2]1[NH:3][C:4]([CH3:10])=[C:5]([C:7](O)=[O:8])[N:6]=1.Cl.C([N:14]=C=NCCCN(C)C)C.ON1C2C=CC=CC=2N=N1>CN(C)C=O.O>[CH3:1][C:2]1[NH:3][C:4]([CH3:10])=[C:5]([C:7]([NH2:14])=[O:8])[N:6]=1 |f:1.2|. Reported procedure: A solution of 2,5-dimethyl-4-imidazolecarboxylic acid (1.4 g), 1-ethyl-3-(3-dimethylaminopropyl)carbodiimide hydrochloride (1.93 g), and N-hydroxybenzotriazole (1.49 g) in N,N-dimethylformamide (14 ml) was stirred at 0° C. for 15 minutes. A solution of (2E,4E)- and (2Z,4E)-4-methyl-2,4-heptadien-1-ylamine (1.79 g) in N,N-dimethylformamide (6 ml) was added dropwise to the solution over a period of 10 minutes. The mixture was stirred at 0° C. for 30 minutes and then at room temperature for 24 hour...